From a dataset of the Open Reaction Database (ORD), a public repository of structured organic reaction records. describe an organic reaction: reactants, conditions, products, and yield Reactants: CC1C(OCC1)C(=O)O ((2RS,3SR)-3-Methyl-2-tetrahydrofuroic acid), acid chloride, [N+](=[N-])=C (Diazomethane), acid chloride, C(C(=O)Cl)(=O)Cl (oxalyl chloride), Br (Hydrobromic acid). Run in ClCCl (dichloromethane), ice water, ClCCl (dichloromethane). Conditions: time 10 minute. The product is BrCC(=O)C1OCCC1C ((2RS,3SR)-2-Bromoacetyl-3-Methyltetrahydrofuran). Reaction SMILES: [CH3:1][CH:2]1[CH2:6][CH2:5][O:4][CH:3]1[C:7]([OH:9])=O.[C:10](Cl)(=O)C(Cl)=O.[N+](=C)=[N-].[BrH:19]>ClCCl>[Br:19][CH2:10][C:7]([CH:3]1[CH:2]([CH3:1])[CH2:6][CH2:5][O:4]1)=[O:9]. Procedure: (2RS,3SR)-3-Methyl-2-tetrahydrofuroic acid 91.3g) was converted to the acid chloride with oxalyl chloride (2.54g, 1.75mls) in dichloromethane (20mls) as described in Example 1(a) . Diazomethane was passed through a solution of the acid chloride in dichloromethane (20mls), cooled in ice/water until i.r. analysis showed no starting material. Hydrobromic acid (2mls, 49% w/v aqueous solution), was added dropwise and the reaction mixture stirred vigorously for 10min. T.l.c. analysis showed complete c... Reactants: [O-][Br+2]([O-])O, COc1cc2cccnc2cc1C, [Na+], [Na+], [OH-], O=C([O-])O. The product is Cc1cc2ncccc2cc1O. Reaction SMILES: [Br+2:21]([OH:22])([O-:23])[O-:24].[CH3:1][O:2][c:3]1[cH:4][c:5]2[cH:6][cH:7][cH:8][n:9][c:10]2[cH:11][c:12]1[CH3:13].[Na+:15].[Na+:16].[OH-:14].[OH:17][C:18](=[O:19])[O-:20]>>[OH:2][c:3]1[cH:4][c:5]2[cH:6][cH:7][cH:8][n:9][c:10]2[cH:11][c:12]1[CH3:13]. Reactants: [H-].C(C(C)C)[Al+]CC(C)C (diisobutylaluminum hydride), solution, [Cl-].[NH4+] (ammonium chloride), CN(CCC1(C2=C(CCC3=C1C=CC=C3)C=CC=C2)C#N)C (5-(2-dimethylaminoethyl)-10,11-dihydro-5H-dibenzo[a,d]cycloheptene-5-carbonitrile), S(O)(O)(=O)=O (sulfuric acid). The solvent is C(Cl)Cl (CH2Cl2), C(Cl)Cl (CH2Cl2). Conditions: temperature -78 celsius, time 30 minute. The product is CN(CCC1(C2=C(CCC3=C1C=CC=C3)C=CC=C2)C=O)C (5-(2-dimethylaminoethyl)-10,11-dihydro-5H-dibenzo[a,d]cycloheptene-5-carbaldehyde). Reaction SMILES: [CH3:1][N:2]([CH3:22])[CH2:3][CH2:4][C:5]1([C:20]#N)[C:11]2[CH:12]=[CH:13][CH:14]=[CH:15][C:10]=2[CH2:9][CH2:8][C:7]2[CH:16]=[CH:17][CH:18]=[CH:19][C:6]1=2.[H-].C([Al+]CC(C)C)C(C)C.[Cl-].[NH4+].S(=O)(=O)(O)[OH:36]>C(Cl)Cl>[CH3:1][N:2]([CH3:22])[CH2:3][CH2:4][C:5]1([CH:20]=[O:36])[C:11]2[CH:12]=[CH:13][CH:14]=[CH:15][C:10]=2[CH2:9][CH2:8][C:7]2[CH:16]=[CH:17][CH:18]=[CH:19][C:6]1=2 |f:1.2,3.4|. Reported procedure: To a solution of 5-(2-dimethylaminoethyl)-10,11-dihydro-5H-dibenzo[a,d]cycloheptene-5-carbonitrile (101) (4.15 g, 14.3 mmol) in 50 mL of CH2Cl2 stirred at −78° C. and maintained under a nitrogen atmosphere was added diisobutylaluminum hydride (20.6 mL of a 1.0M solution in CH2Cl2; 20.6 mmol) dropwise. The mixture was stirred at −78° C. for 30 minutes, warmed to 0° C. and left stir an additional 4 hours. The solution was poured into 35 mL of saturated aqueous ammonium chloride. The resulting gela... The reactants are [F-].[K+] (KF), I(=O)(=O)C=1C=C(C(=O)NCC(=O)[O-])C=CC1[N+](=O)[O-].[K+] (potassium 2-(3-iodyl-4-nitrobenzamido)acetate), C1COCCOCCOCCOCCOCCO1 (18-crown-6). Run in CS(=O)C (DMSO). Conditions: temperature 105 celsius, time 15 minute. The product is FC=1C=C(C(=O)NCC(=O)O)C=CC1[N+](=O)[O-] (2-(3-Fluoro-4-nitrobenzamido)acetic acid). The yield is 71.8%. As a reaction SMILES: [F-:1].[K+].I([C:6]1[CH:7]=[C:8]([CH:16]=[CH:17][C:18]=1[N+:19]([O-:21])=[O:20])[C:9]([NH:11][CH2:12][C:13]([O-:15])=[O:14])=[O:10])(=O)=O.[K+].C1OCCOCCOCCOCCOCCOC1>CS(C)=O>[F:1][C:6]1[CH:7]=[C:8]([CH:16]=[CH:17][C:18]=1[N+:19]([O-:21])=[O:20])[C:9]([NH:11][CH2:12][C:13]([OH:15])=[O:14])=[O:10] |f:0.1,2.3|. Procedure: A mixture of spray-dried KF (138 mg, 2.3 mmol), intermediate 9 (100 mg, 0.23 mmol), catalytic amount of 18-crown-6 in dry DMSO (4 mL) was stirred at 100-110° C. for 15 min. Work-up of the reaction mixture as described in example 1 gave the product as a colorless solid (40 mg, 69%), mp 136-138° C. 1H NMR (400 MHz, DMSO-d6): δ 8.76 (1H, br s), 8.25 (1H, t, J=7.8 Hz), 8.00 (1H, d, J=12.0 Hz), 7.90 (1H, d, J=8.4 Hz), 3.75 (2H, d, J=4.4 Hz). Starting materials: O (water), [OH-].[Na+] (sodium hydroxide), OC=1C=C2CCN(CC2=CC1)CCC1=CC=C(C=C1)OC (6-hydroxy-2-[2-(4-methoxyphenyl)ethyl]-1,2,3,4-tetrahydroisoquinoline), CS(=O)(=O)OCC1OC(OC1)(CN1C=NC=C1)C1=C(C=C(C=C1)Cl)Cl ((2RS,4SR)-2-(2,4-dichlorophenyl)-2-(1H-imidazol-1-ylmethyl)-1,3-dioxolan-4-ylmethyl methanesulfonate). The reagents and catalysts are [Br-].C(CCC)[N+](CCCC)(CCCC)CCCC (tetrabutylammonium bromide). The solvent is C1(=CC=CC=C1)C (toluene). Product: ClC1=C(C=CC(=C1)Cl)C1(OCC(O1)COC=1C=C2CCN(CC2=CC1)CCC1=CC=C(C=C1)OC)CN1C=NC=C1 (6-[(2RS,4SR)-2-(2,4-Dichlorophenyl)-2-(1H-imidazol-1-ylmethyl)-1,3-dioxolan-4-ylmethyloxy]-2-[2-(4-methoxyphenyl)ethyl]-1,2,3,4-tetrahydroisoquinoline). As a reaction SMILES: [OH:1][C:2]1[CH:3]=[C:4]2[C:9](=[CH:10][CH:11]=1)[CH2:8][N:7]([CH2:12][CH2:13][C:14]1[CH:19]=[CH:18][C:17]([O:20][CH3:21])=[CH:16][CH:15]=1)[CH2:6][CH2:5]2.CS(O[CH2:27][CH:28]1[CH2:32][O:31][C:30]([C:39]2[CH:44]=[CH:43][C:42]([Cl:45])=[CH:41][C:40]=2[Cl:46])([CH2:33][N:34]2[CH:38]=[CH:37][N:36]=[CH:35]2)[O:29]1)(=O)=O.[OH-].[Na+].O>[Br-].C([N+](CCCC)(CCCC)CCCC)CCC.C1(C)C=CC=CC=1>[Cl:46][C:40]1[CH:41]=[C:42]([Cl:45])[CH:43]=[CH:44][C:39]=1[C:30]1([CH2:33][N:34]2[CH:38]=[CH:37][N:36]=[CH:35]2)[O:29][CH:28]([CH2:27][O:1][C:2]2[CH:3]=[C:4]3[C:9](=[CH:10][CH:11]=2)[CH2:8][N:7]([CH2:12][CH2:13][C:14]2[CH:15]=[CH:16][C:17]([O:20][CH3:21])=[CH:18][CH:19]=2)[CH2:6][CH2:5]3)[CH2:32][O:31]1 |f:2.3,5.6|. Procedure: 1.4 g of 6-hydroxy-2-[2-(4-methoxyphenyl)ethyl]-1,2,3,4-tetrahydroisoquinoline, 2.1 g of (2RS,4SR)-2-(2,4-dichlorophenyl)-2-(1H-imidazol-1-ylmethyl)-1,3-dioxolan-4-ylmethyl methanesulfonate and 0.3 g of tetrabutylammonium bromide are heated to reflux, with vigorous stirring, for 9 hours in a mixture of 40 ml of toluene and 10 ml of 50% strength sodium hydroxide solution. After cooling, 50 ml of water are added, and the organic phase is washed with water, dried over magnesium sulfate and evaporat... Starting materials: O1C(C1)COC1=C(C=CC=C1)NC(C1=CC=CC=C1)=O (N-(2-Oxiranylmethoxy-phenyl)-benzamide), ClC=1C=C(CN2CCC(CC2)N)C=CC1Cl (1-(3,4-Dichloro-benzyl)-piperidin-4-ylamine). Reaction conditions: temperature 77.5 celsius. Yields the product ClC=1C=C(CN2CCC(CC2)NCC(COC2=C(C=CC=C2)NC(C2=CC=CC=C2)=O)O)C=CC1Cl (N-(2-{3-[1-(3,4-Dichloro-benzyl)-piperidin-4-ylamino]-2-hydroxy-propoxy}-phenyl)-benzamide). As a reaction SMILES: [O:1]1[CH2:3][CH:2]1[CH2:4][O:5][C:6]1[CH:11]=[CH:10][CH:9]=[CH:8][C:7]=1[NH:12][C:13](=[O:20])[C:14]1[CH:19]=[CH:18][CH:17]=[CH:16][CH:15]=1.[Cl:21][C:22]1[CH:23]=[C:24]([CH:33]=[CH:34][C:35]=1[Cl:36])[CH2:25][N:26]1[CH2:31][CH2:30][CH:29]([NH2:32])[CH2:28][CH2:27]1>>[Cl:21][C:22]1[CH:23]=[C:24]([CH:33]=[CH:34][C:35]=1[Cl:36])[CH2:25][N:26]1[CH2:27][CH2:28][CH:29]([NH:32][CH2:3][CH:2]([OH:1])[CH2:4][O:5][C:6]2[CH:11]=[CH:10][CH:9]=[CH:8][C:7]=2[NH:12][C:13](=[O:20])[C:14]2[CH:19]=[CH:18][CH:17]=[CH:16][CH:15]=2)[CH2:30][CH2:31]1. Procedure: To a solution of N-(2-Oxiranylmethoxy-phenyl)-benzamide (0.2 ml, 0.1M in DMSO) was added (0.2 ml, 0.1M in EtOH) of 1-(3,4-Dichloro-benzyl)-piperidin-4-ylamine. The resulting mixture was heated at 75-80° C. for 24 hours. The ethanol was removed and the product was purified with preparative LC/MS.